This data is from the Open Reaction Database (ORD), a public repository of structured organic reaction records. The task is: describe an organic reaction: reactants, conditions, products, and yield Reactants: BrCC=CCBr (1,4-dibromobut-2-ene), C(C)(=O)[O-].[Na+] (sodium acetate). Solvent: CN(C=O)C (dimethylformamide). Run at temperature 100 celsius, time 1 hour. The product is C(C)(=O)OCC=CCBr (1-acetoxy-4-bromobut-2-ene). RXN SMILES: [Br:1][CH2:2][CH:3]=[CH:4][CH2:5]Br.[C:7]([O-:10])(=[O:9])[CH3:8].[Na+]>CN(C)C=O>[C:7]([O:10][CH2:5][CH:4]=[CH:3][CH2:2][Br:1])(=[O:9])[CH3:8] |f:1.2|. Reported procedure: 93 g of 1,4-dibromobut-2-ene are treated in 250 ml of dimethylformamide with 35.5 g of anhydrous sodium acetate and stirred for 1 hour at 100°C. The mixture is extensively freed from dimethylformamide on a rotary evaporator and the residue is partitioned between water and methylene chloride. The methylene chloride phase is dried over calcium chloride, filtered and concentrated. The residue is distilled under a water-jet vacuum, whereby the fractions are collected between 95° and 105°C at 10-15 m... The product is ClC=1C(=C(C=CC1)N=C1SCCN1CC1CCCC1)C (2-(3-chloro-2-methylphenylimino)-3-(cyclopentylmethyl)-1,3-thiazolidine). As a reaction SMILES: [Cl-].[CH:2]1([CH2:7][NH2+:8][CH2:9][CH2:10]Cl)[CH2:6][CH2:5][CH2:4][CH2:3]1.[Cl:12][C:13]1[C:14]([CH3:22])=[C:15]([N:19]=[C:20]=[S:21])[CH:16]=[CH:17][CH:18]=1>>[Cl:12][C:13]1[C:14]([CH3:22])=[C:15]([N:19]=[C:20]2[N:8]([CH2:7][CH:2]3[CH2:3][CH2:4][CH2:5][CH2:6]3)[CH2:9][CH2:10][S:21]2)[CH:16]=[CH:17][CH:18]=1 |f:0.1|. Reactants: [Cl-].C1(CCCC1)C[NH2+]CCCl (N-cyclopentylmethyl-N-(2-chloroethyl)ammonium chloride), ClC=1C(=C(C=CC1)N=C=S)C (3-chloro-2-methylphenyl isothiocyanate). Procedure: 2-Hydroxyethylamine was reacted with cyclopentylmethyl bromide according to Method B2a to give N-cyclopentylmethyl-N-(2-hydroxyethyl)amine. The alcohol was reacted with SOCl2 according to Method B7c to give N-cyclopentylmethyl-N-(2-chloroethyl)ammonium chloride. The chloroethylamine was reacted with 3-chloro-2-methylphenyl isothiocyanate to give 2-(3-chloro-2-methylphenylimino)-3-(cyclopentylmethyl)-1,3-thiazolidine. The reactants are CCO, O=S(=O)(c1cnccc1Cl)N1CCN(c2ccc(C(O)(C(F)(F)F)C(F)(F)F)cc2)CC1, [NH4+], [OH-]. Product: Nc1ccncc1S(=O)(=O)N1CCN(c2ccc(C(O)(C(F)(F)F)C(F)(F)F)cc2)CC1. RXN SMILES: [CH3:35][CH2:36][OH:37].[Cl:1][c:2]1[c:3]([S:8](=[O:9])(=[O:10])[N:11]2[CH2:12][CH2:13][N:14]([c:17]3[cH:18][cH:19][c:20]([C:23]([C:24]([F:25])([F:26])[F:27])([C:28]([F:29])([F:30])[F:31])[OH:32])[cH:21][cH:22]3)[CH2:15][CH2:16]2)[cH:4][n:5][cH:6][cH:7]1.[NH4+:33].[OH-:34]>>[c:2]1([NH2:33])[c:3]([S:8](=[O:9])(=[O:10])[N:11]2[CH2:12][CH2:13][N:14]([c:17]3[cH:18][cH:19][c:20]([C:23]([C:24]([F:25])([F:26])[F:27])([C:28]([F:29])([F:30])[F:31])[OH:32])[cH:21][cH:22]3)[CH2:15][CH2:16]2)[cH:4][n:5][cH:6][cH:7]1. As a reaction SMILES: [CH2:1]([C:4]1[CH:9]=[CH:8][CH:7]=[CH:6][C:5]=1[NH:10][CH2:11][C:12]([OH:14])=[O:13])[CH:2]=[CH2:3].Cl.[C:16](=O)(O)[O-].[Na+]>CO>[CH3:16][O:13][C:12](=[O:14])[CH2:11][NH:10][C:5]1[CH:6]=[CH:7][CH:8]=[CH:9][C:4]=1[CH2:1][CH:2]=[CH2:3] |f:2.3|. Run in CO (CH3OH). Reported procedure: A solution of 0.06 mol of N-(2-allylphenyl)glycine, prepared as described by A. Padwa, R. Lim, J. G. MacDonald, H. L. Gingrich, and S. M. Kellar in J. Org. Chem., 1985, 50, 3816-3823, and 0.066 mol of HCl in 100 mL of CH3OH is stirred at reflux for 8 hours. The solution is then cooled and treated with 0.066 mol of sodium bicarbonate. The solvent is removed by rotary evaporator, and the residue is dissolved in diethyl ether, filtered, dried over MgSO4, and filtered. The solvent is removed by rota... The product is COC(CNC1=C(C=CC=C1)CC=C)=O (N-(2-allylphenyl)glycine methyl ester). Reactants: C(C=C)C1=C(C=CC=C1)NCC(=O)O (N-(2-allylphenyl)glycine), Cl (HCl), C([O-])(O)=O.[Na+] (sodium bicarbonate). Reactants: CCN(C(C)C)C(C)C (DIEA), N[C@H]1CN(CCC1)C=1N=C(C(=NC1)C(=O)N)NC1=CC=C(C=C1)C1CCN(CC1)C1CCCC1 ((R)-5-(3-aminopiperidin-1-yl)-3-(4-(1-cyclopentylpiperidin-4-yl)phenylamino)pyrazine-2-carboxamide), C(CC)(=O)Cl (propionyl chloride). The solvent is CN1CCCC1=O (NMP). Run at time 30 minute. Product: C1(CCCC1)N1CCC(CC1)C1=CC=C(C=C1)NC=1C(=NC=C(N1)N1C[C@@H](CCC1)NC(CC)=O)C(=O)N ((R)-3-(4-(1-cyclopentylpiperidin-4-yl)phenylamino)-5-(3-propionamidopiperidin-1-yl)pyrazine-2-carboxamide). Reaction SMILES: [NH2:1][C@@H:2]1[CH2:7][CH2:6][CH2:5][N:4]([C:8]2[N:9]=[C:10]([NH:17][C:18]3[CH:23]=[CH:22][C:21]([CH:24]4[CH2:29][CH2:28][N:27]([CH:30]5[CH2:34][CH2:33][CH2:32][CH2:31]5)[CH2:26][CH2:25]4)=[CH:20][CH:19]=3)[C:11]([C:14]([NH2:16])=[O:15])=[N:12][CH:13]=2)[CH2:3]1.CCN(C(C)C)C(C)C.[C:44](Cl)(=[O:47])[CH2:45][CH3:46]>CN1C(=O)CCC1>[CH:30]1([N:27]2[CH2:28][CH2:29][CH:24]([C:21]3[CH:20]=[CH:19][C:18]([NH:17][C:10]4[C:11]([C:14]([NH2:16])=[O:15])=[N:12][CH:13]=[C:8]([N:4]5[CH2:5][CH2:6][CH2:7][C@@H:2]([NH:1][C:44](=[O:47])[CH2:45][CH3:46])[CH2:3]5)[N:9]=4)=[CH:23][CH:22]=3)[CH2:25][CH2:26]2)[CH2:31][CH2:32][CH2:33][CH2:34]1. Reported procedure: (R)-5-(3-Aminopiperidin-1-yl)-3-(4-(1-cyclopentylpiperidin-4-yl)phenylamino)pyrazine-2-carboxamide (436) (40 mg, 0.075 mmol) was dissolved in 3 mL NMP. To it were added DIEA (80 μL, 0.45 mmol) and then propionyl chloride (20 μL, 0.23 mmol). The mixture was stirred at RT for 30 min, quenched with 0.3 mL TFA, and directly subjected to reverse phase preparative HPLC using 5 mM HCl (aq) and nest MeCN to isolate the title compound, (R)-3-(4-(1-cyclopentylpiperidin-4-yl)phenylamino)-5-(3-propionamidop... Starting materials: CCOC(=O)c1ccc(C(C(N)=O)C(C#N)c2ccccc2N2CCCCC2)cc1, Cl, [Na+], C1COCCO1, [OH-]. The product is N#CC(c1ccccc1N1CCCCC1)C(C(N)=O)c1ccc(C(=O)O)cc1. As a reaction SMILES: [C:1](#[N:2])[CH:3]([c:4]1[c:5]([N:10]2[CH2:11][CH2:12][CH2:13][CH2:14][CH2:15]2)[cH:6][cH:7][cH:8][cH:9]1)[CH:16]([c:17]1[cH:18][cH:19][c:20]([C:21](=[O:22])[O:23][CH2:24][CH3:25])[cH:26][cH:27]1)[C:28](=[O:29])[NH2:30].[ClH:33].[Na+:32].[O:34]1[CH2:35][CH2:36][O:37][CH2:38][CH2:39]1.[OH-:31]>>[C:1](#[N:2])[CH:3]([c:4]1[c:5]([N:10]2[CH2:11][CH2:12][CH2:13][CH2:14][CH2:15]2)[cH:6][cH:7][cH:8][cH:9]1)[CH:16]([c:17]1[cH:18][cH:19][c:20]([C:21](=[O:22])[OH:23])[cH:26][cH:27]1)[C:28](=[O:29])[NH2:30]. Reactants: ClC1=CC=2C3=C(NC2C=C1)CCN(C3)C (8-chloro-2,3,4,5-tetrahydro-2-methyl-1H-pyrido[4,3-b]indole), CN(C1=NC=C(C=C1)C=C)C (N,N-dimethyl-5-vinylpyridin-2-amine), [OH-].[K+] (KOH), CN1CCCC1=O (NMP). Yields the product ClC1=CC=2C3=C(N(C2C=C1)CCC1(NC=CC=C1)N(C)C)CCN(C3)C (2-(8-chloro-1,2,3,4-tetrahydro-2-methylpyrido[4,3-b]indol-5-yl ethyl)-N,N-dimethylpyridin-2-amine). RXN SMILES: [Cl:1][C:2]1[CH:10]=[CH:9][C:8]2[NH:7][C:6]3[CH2:11][CH2:12][N:13]([CH3:15])[CH2:14][C:5]=3[C:4]=2[CH:3]=1.[CH3:16][N:17]([CH3:26])[C:18]1[CH:23]=[CH:22][C:21](C=C)=[CH:20][N:19]=1.[OH-].[K+].CN1C(=O)C[CH2:32][CH2:31]1>>[Cl:1][C:2]1[CH:10]=[CH:9][C:8]2[N:7]([CH2:31][CH2:32][C:18]3([N:17]([CH3:16])[CH3:26])[CH:23]=[CH:22][CH:21]=[CH:20][NH:19]3)[C:6]3[CH2:11][CH2:12][N:13]([CH3:15])[CH2:14][C:5]=3[C:4]=2[CH:3]=1 |f:2.3|. Procedure: The title compound is prepared from: a mixture of 8-chloro-2,3,4,5-tetrahydro-2-methyl-1H-pyrido[4,3-b]indole, N,N-dimethyl-5-vinylpyridin-2-amine and KOH (5-7 equiv) in NMP at a temperature ranging between 25 deg C. to 100 deg C. The product obtained is isolated by preparative HPLC.